This data is from the Open Reaction Database (ORD), a public repository of structured organic reaction records. The task is: describe an organic reaction: reactants, conditions, products, and yield Starting materials: bis(4-(di-tert-butylphosphino)-N,N-dimethylbenzenamine)palladium dichloride, ClC1=NC2=C(C=CC=C2C=C1)C1=CC=2C(NCCC2N1)=O (2-(2-chloroquinolin-8-yl)-6,7-dihydro-1H-pyrrolo[3,2-c]pyridin-4(5H)-one), [Br-].C(C1=CC=CC=C1)[Zn+] (benzylzinc bromide). Solvent: C1CCOC1 (THF). Conditions: temperature 70 celsius, time 1 hour. The product is C(C1=CC=CC=C1)C1=NC2=C(C=CC=C2C=C1)C1=CC=2C(NCCC2N1)=O (2-(2-benzylquinolin-8-yl)-6,7-dihydro-1H-pyrrolo[3,2-c]pyridin-4(5H)-one). Yield: 51.4%. RXN SMILES: Cl[C:2]1[CH:11]=[CH:10][C:9]2[C:4](=[C:5]([C:12]3[NH:20][C:19]4[CH2:18][CH2:17][NH:16][C:15](=[O:21])[C:14]=4[CH:13]=3)[CH:6]=[CH:7][CH:8]=2)[N:3]=1.[Br-].[CH2:23]([Zn+])[C:24]1[CH:29]=[CH:28][CH:27]=[CH:26][CH:25]=1>C1COCC1>[CH2:23]([C:2]1[CH:11]=[CH:10][C:9]2[C:4](=[C:5]([C:12]3[NH:20][C:19]4[CH2:18][CH2:17][NH:16][C:15](=[O:21])[C:14]=4[CH:13]=3)[CH:6]=[CH:7][CH:8]=2)[N:3]=1)[C:24]1[CH:29]=[CH:28][CH:27]=[CH:26][CH:25]=1 |f:1.2|. Procedure details: Argon was bubbled through a slurry of bis(4-(di-tert-butylphosphino)-N,N-dimethylbenzenamine)palladium dichloride (Aldrich; 10.23 mg, 0.014 mmol), 2-(2-chloroquinolin-8-yl)-6,7-dihydro-1H-pyrrolo[3,2-c]pyridin-4(5H)-one (Example 1, 0.043 g, 0.144 mmol), and benzylzinc bromide (0.5 M solution in THF; Aldrich; 1.155 ml, 0.578 mmol) in 1.5 mL THF for 2 min. The reaction mixture was sealed and heated to 70° C. After 1 h, the reaction was cooled to RT. The mixture was concentrated, dissolved in DMSO+... Reactants: ClC1=C2N=CN(C2=NC=N1)COCCOC(C1=CC=CC=C1)=O (6-chloro-9-(2-benzoyloxyethoxymethyl)purine), N (ammonia). Solvent: CO (methanol). Product: 22g, OCCOCN1C2=NC=NC(=C2N=C1)N (9-(2-hydroxyethoxymethyl)adenine). The yield is 70.0%. RXN SMILES: Cl[C:2]1[N:10]=[CH:9][N:8]=[C:7]2[C:3]=1[N:4]=[CH:5][N:6]2[CH2:11][O:12][CH2:13][CH2:14][O:15]C(=O)C1C=CC=CC=1.[NH3:24]>CO>[OH:15][CH2:14][CH2:13][O:12][CH2:11][N:6]1[CH:5]=[N:4][C:3]2[C:7]1=[N:8][CH:9]=[N:10][C:2]=2[NH2:24]. Procedure details: A solution of 6-chloro-9-(2-benzoyloxyethoxymethyl)purine (50g) and ammonia (31g) in methanol (120ml) was heated in a bomb at 95° C. for 18 hours. The reaction mixture was removed from the bomb and the solvent evaporated under reduced pressure at 50° C. The resulting solid was triturated first with water and then, after drying, with chloroform. The solid, 9-(2-hydroxyethoxymethyl)adenine, was retained, and the aqueous triturate was extracted several times with chloroform. The aqueous extracts we... Starting materials: CCCO, CCl, Fc1cc(F)c(F)nc1F, NN, O. Yields the product NNc1nc(F)c(F)cc1F. Reaction SMILES: [CH2:14]([OH:15])[CH2:16][CH3:17].[Cl:18][CH3:19].[F:1][c:2]1[n:3][c:4]([F:10])[c:5]([F:9])[cH:6][c:7]1[F:8].[NH2:12][NH2:13].[OH2:11]>>[F:1][c:2]1[n:3][c:4]([NH:12][NH2:13])[c:5]([F:9])[cH:6][c:7]1[F:8].